This data is from the Open Reaction Database (ORD), a public repository of structured organic reaction records. The task is: describe an organic reaction: reactants, conditions, products, and yield Starting materials: CCO, COC(=N)c1ccccn1, [Cl-], [NH4+], O. The product is N=C(N)c1ccccn1. RXN SMILES: [CH3:13][CH2:14][OH:15].[CH3:1][O:2][C:3](=[NH:4])[c:5]1[n:6][cH:7][cH:8][cH:9][cH:10]1.[Cl-:11].[NH4+:12].[OH2:16]>>[C:3](=[NH:4])([c:5]1[n:6][cH:7][cH:8][cH:9][cH:10]1)[NH2:12]. The reactants are CCCc1cc(CCC)c(-c2ccccc2P(C(C)(C)C)C(C)(C)C)c(CCC)c1, C1CCOC1, Cc1ccccc1, Cc1ccc(C(=O)NC2CC2)cc1O, Cn1c(=O)cc(Cl)c2cnn(-c3cccc(F)c3)c21, O=C(C=Cc1ccccc1)C=Cc1ccccc1, O=C(C=Cc1ccccc1)C=Cc1ccccc1, O=C(C=Cc1ccccc1)C=Cc1ccccc1, [Pd], [Pd]. Yields the product Cc1ccc(C(=O)NC2CC2)cc1Oc1cc(=O)n(C)c2c1cnn2-c1cccc(F)c1. RXN SMILES: [C:15]([P:16]([C:17]([CH3:18])([CH3:19])[CH3:20])[c:21]1[cH:22][cH:23][cH:24][cH:25][c:26]1-[c:27]1[c:28]([CH2:29][CH2:30][CH3:31])[cH:32][c:33]([CH2:34][CH2:35][CH3:36])[cH:37][c:38]1[CH2:39][CH2:40][CH3:41])([CH3:42])([CH3:43])[CH3:44].[CH2:64]1[O:65][CH2:66][CH2:67][CH2:68]1.[CH3:69][c:70]1[cH:71][cH:72][cH:73][cH:74][cH:75]1.[CH:1]1([NH:4][C:5]([c:6]2[cH:7][c:8]([OH:13])[c:9]([CH3:12])[cH:10][cH:11]2)=[O:14])[CH2:2][CH2:3]1.[Cl:45][c:46]1[c:47]2[c:48]([n:49]([CH3:53])[c:50](=[O:52])[cH:51]1)[n:54](-[c:57]1[cH:58][c:59]([F:63])[cH:60][cH:61][cH:62]1)[n:55][cH:56]2.[O:114]=[C:115]([CH:116]=[CH:117][c:118]1[cH:119][cH:120][cH:121][cH:122][cH:123]1)[CH:124]=[CH:125][c:126]1[cH:127][cH:128][cH:129][cH:130][cH:131]1.[O:78]=[C:79]([CH:80]=[CH:81][c:82]1[cH:83][cH:84][cH:85][cH:86][cH:87]1)[CH:88]=[CH:89][c:90]1[cH:91][cH:92][cH:93][cH:94][cH:95]1.[O:96]=[C:97]([CH:98]=[CH:99][c:100]1[cH:101][cH:102][cH:103][cH:104][cH:105]1)[CH:106]=[CH:107][c:108]1[cH:109][cH:110][cH:111][cH:112][cH:113]1.[Pd:76].[Pd:77]>>[CH:1]1([NH:4][C:5]([c:6]2[cH:7][c:8]([O:13][c:46]3[c:47]4[c:48]([n:49]([CH3:53])[c:50](=[O:52])[cH:51]3)[n:54](-[c:57]3[cH:58][c:59]([F:63])[cH:60][cH:61][cH:62]3)[n:55][cH:56]4)[c:9]([CH3:12])[cH:10][cH:11]2)=[O:14])[CH2:2][CH2:3]1. The reactants are [OH-].[Na+] (sodium hydroxide), N(C1=CC=CC=C1)C1=NC(=CC(=N1)C)C=C(C)Cl (2-anilino-4-methyl-6-(2-chloropropen-1-yl)pyrimidine). Reagents/catalysts: [Br-].C(CCC)[N+](CCCC)(CCCC)CCCC (tetrabutylammonium bromide). The solvent is C=1(C(=CC=CC1)C)C (xylene). The product is N(C1=CC=CC=C1)C1=NC(=CC(=N1)C)C#CC (2-anilino-4-methyl-6-(1-propynyl)pyrimidine). Yield: 51.1%. As a reaction SMILES: [NH:1]([C:8]1[N:13]=[C:12]([CH3:14])[CH:11]=[C:10]([CH:15]=[C:16](Cl)[CH3:17])[N:9]=1)[C:2]1[CH:7]=[CH:6][CH:5]=[CH:4][CH:3]=1.[OH-].[Na+]>[Br-].C([N+](CCCC)(CCCC)CCCC)CCC.C1(C)C(C)=CC=CC=1>[NH:1]([C:8]1[N:13]=[C:12]([CH3:14])[CH:11]=[C:10]([C:15]#[C:16][CH3:17])[N:9]=1)[C:2]1[CH:3]=[CH:4][CH:5]=[CH:6][CH:7]=1 |f:1.2,3.4|. Reported procedure: Into a 500 ml reaction flask equipped with a stirrer, a thermometer and a condenser, 51.9 g (0.2 mol) of 2-anilino-4-methyl-6-(2-chloropropen-1-yl)pyrimidine and 400 ml of xylene were charged and dissolved. To this solution, 160 g (0.4 mol) of a 10% sodium hydroxide aqueous solution and 6.4 g (0.02 mol) of tetrabutylammonium bromide were added, and the mixture was reacted under reflux for 5 hours. The reaction mixture was cooled and subjected to liquid separation. The xylene layer was washed wit... The reactants are [BH4-].[Na+] (sodium borohydride), C(C1=CC=CC=C1)(=O)C=1C=C2C(=NC1)N(C(O2)=O)C (6-benzoyl-3-methyloxazolo[4,5-b]pyridin-2(3H)-one). Solvent: CO (methanol). Reaction conditions: time 5 hour. The product is C1(=CC=CC=C1)C(O)C=1C=C2C(=NC1)N(C(O2)=O)C (6-(1-PHENYL-1-HYDROXYMETHYL)-3-METHYLOXAZOLO[4,5-b]PYRIDIN-2(3H)-ONE). The yield is 84.0%. Reaction SMILES: [BH4-].[Na+].[C:3]([C:11]1[CH:12]=[C:13]2[O:19][C:18](=[O:20])[N:17]([CH3:21])[C:14]2=[N:15][CH:16]=1)(=[O:10])[C:4]1[CH:9]=[CH:8][CH:7]=[CH:6][CH:5]=1>CO>[C:4]1([CH:3]([C:11]2[CH:12]=[C:13]3[O:19][C:18](=[O:20])[N:17]([CH3:21])[C:14]3=[N:15][CH:16]=2)[OH:10])[CH:5]=[CH:6][CH:7]=[CH:8][CH:9]=1 |f:0.1|. Procedure: Add 42 mg (1.1 mmol) of sodium borohydride to a previously prepared solution of 254 mg (1 mmol) of 6-benzoyl-3-methyloxazolo[4,5-b]pyridin-2(3H)-one in 20 ml of anhydrous methanol. Concentrate the reaction mixture to dryness under reduced pressure after stirring for 5 hours at room temperature, then take up the residue in water and isolate by filtration the resulting product; the title product is obtained in a yield of 84%. Starting materials: CCCCBr, CC[N+](CC)(CC)Cc1ccccc1, [Cl-], ClCCl, O, Cc1cc[n+]([O-])c(S(=O)(=O)Cc2ccccc2)c1. Product: CCCCC(c1ccccc1)S(=O)(=O)c1cc(C)cc[n+]1[O-]. As a reaction SMILES: [CH2:19]([CH2:20][CH2:21][CH3:22])[Br:23].[CH2:26]([N+:27]([CH2:28][CH3:29])([CH2:30][CH3:31])[CH2:32][CH3:33])[c:34]1[cH:35][cH:36][cH:37][cH:38][cH:39]1.[Cl-:25].[Cl:40][CH2:41][Cl:42].[OH2:24].[c:1]1([CH2:7][S:8](=[O:9])(=[O:10])[c:11]2[n+:12]([O-:18])[cH:13][cH:14][c:15]([CH3:17])[cH:16]2)[cH:2][cH:3][cH:4][cH:5][cH:6]1>>[c:1]1([CH:7]([S:8](=[O:9])(=[O:10])[c:11]2[n+:12]([O-:18])[cH:13][cH:14][c:15]([CH3:17])[cH:16]2)[CH2:19][CH2:20][CH2:21][CH3:22])[cH:2][cH:3][cH:4][cH:5][cH:6]1. Reactants: CC1CC2(CC3CCC4C5CCC(O)C5(C)CCC4C13C)OCCO2, Cc1ccccc1, O=C1CCCCC1. Yields the product CC1CC2(CC3CCC4C5CCC(=O)C5(C)CCC4C13C)OCCO2. As a reaction SMILES: [CH2:1]1[O:2][C:3]2([CH2:4][CH:5]3[CH2:6][CH2:7][CH:8]4[CH:9]5[CH2:10][CH2:11][CH:12]([OH:23])[C:13]5([CH3:14])[CH2:15][CH2:16][CH:17]4[C:18]3([CH3:22])[CH:19]([CH3:21])[CH2:20]2)[O:24][CH2:25]1.[CH3:26][c:27]1[cH:28][cH:29][cH:30][cH:31][cH:32]1.[O:33]=[C:34]1[CH2:35][CH2:36][CH2:37][CH2:38][CH2:39]1>>[CH2:1]1[O:2][C:3]2([CH2:4][CH:5]3[CH2:6][CH2:7][CH:8]4[CH:9]5[CH2:10][CH2:11][C:12](=[O:23])[C:13]5([CH3:14])[CH2:15][CH2:16][CH:17]4[C:18]3([CH3:22])[CH:19]([CH3:21])[CH2:20]2)[O:24][CH2:25]1.